From a dataset of the Open Reaction Database (ORD), a public repository of structured organic reaction records. describe an organic reaction: reactants, conditions, products, and yield Reactants: ClC=1C=C(C=CC1F)C=1C=C2C(C(N(C2=CC1)C1=NC=CC=N1)=O)C (5-(3-chloro-4-fluorophenyl)-3-methyl-1-pyrimidin-2-yl-1,3-dihydro-2H-indol-2-one), C(C1=CC=CC=C1)(C1=CC=CC=C1)(C1=CC=CC=C1)N1N=C(N=C1)I (1-trityl-3-iodo-1,2,4-triazole), C([O-])([O-])=O.[K+].[K+] (Potassium carbonate), CNCCNC (N,N′-dimethylethylenediamine). Reagents/catalysts: [Cu]I (copper (I) iodide). The solvent is C1(=CC=CC=C1)C (toluene). Reaction conditions: temperature 100 celsius, time 18 hour. Yields the product ClC=1C=C(C=CC1F)C1(C(N(C2=CC=CC=C12)C1=NC=CC=N1)=O)C ((3-chloro-4-fluorophenyl)-3-methyl-1-pyrimidin-2-yl-1,3-dihydro-2H-indol-2-one). As a reaction SMILES: [Cl:1][C:2]1[CH:3]=[C:4]([C:9]2[CH:10]=[C:11]3[C:15](=[CH:16][CH:17]=2)[N:14](C2N=CC=CN=2)[C:13](=O)[CH:12]3C)[CH:5]=[CH:6][C:7]=1[F:8].[C:26]([N:45]1C=NC(I)=N1)(C1C=CC=CC=1)(C1C=CC=CC=1)C1C=CC=CC=1.[C:51](=[O:54])([O-])[O-].[K+].[K+].CN[CH2:59][CH2:60][NH:61][CH3:62]>[Cu]I.C1(C)C=CC=CC=1>[Cl:1][C:2]1[CH:3]=[C:4]([C:9]2([CH3:10])[C:17]3[C:13](=[CH:12][CH:11]=[CH:15][CH:16]=3)[N:14]([C:62]3[N:61]=[CH:60][CH:59]=[CH:26][N:45]=3)[C:51]2=[O:54])[CH:5]=[CH:6][C:7]=1[F:8] |f:2.3.4|. Procedure: To 5-(3-chloro-4-fluorophenyl)-3-methyl-1-pyrimidin-2-yl-1,3-dihydro-2H-indol-2-one (648 mg, 1.76 mmol), 1-trityl-3-iodo-1,2,4-triazole (809 mg, 1.85 mmol, prepared using similar procedures as described in U.S. Pat. No. 5,393,732 incorporated herein by reference in its entirety. Potassium carbonate (1071 mg, 7.75 mmol), N,N′-dimethylethylenediamine (0.300 mL, 2.82 mmol) and copper (I) iodide (268 mg, 1.41 mmol) under nitrogen was added toluene (15 mL). The mixture was stirred at 100° C. for 18 h... Starting materials: CC(C)(C)OC(=O)C(=[N+]=[N-])C(=O)Cl, C1CCOC1, C[Si](C)(C)[N-][Si](C)(C)C, COC(=O)C1CCC(=O)N1, [Li+]. The product is COC(=O)C1CCC(=O)N1C(=O)C(=[N+]=[N-])C(=O)OC(C)(C)C. Reaction SMILES: [C:21]([CH3:22])([CH3:23])([CH3:24])[O:25][C:26]([C:27](=[N+:28]=[N-:29])[C:30](=[O:31])[Cl:32])=[O:33].[CH2:34]1[O:35][CH2:36][CH2:37][CH2:38]1.[CH3:12][Si:13]([N-:14][Si:15]([CH3:16])([CH3:17])[CH3:18])([CH3:19])[CH3:20].[CH3:1][O:2][C:3](=[O:4])[CH:5]1[CH2:6][CH2:7][C:8](=[O:10])[NH:9]1.[Li+:11]>>[CH3:1][O:2][C:3](=[O:4])[CH:5]1[CH2:6][CH2:7][C:8](=[O:10])[N:9]1[C:30]([C:27]([C:26]([O:25][C:21]([CH3:22])([CH3:23])[CH3:24])=[O:33])=[N+:28]=[N-:29])=[O:31]. Starting materials: C(C)(C)(C)OC(N[C@@H]1CC[C@H](CC1)C(N(C)OC)=O)=O ([trans-4-(methoxy-methyl-carbamoyl)-cyclohexyl]-carbamic acid tert-butyl ester), O=C1COC2=C(N1)C=C(C=C2)C=O (3-oxo-3,4-dihydro-2H-benzo[1,4]oxazine-6-carbaldehyde), 1.c, COC1=CC=CC2=C1N=CS2 (4-methoxy-benzothiazole). Yields the product COC1=CC=CC2=C1N=C(S2)C(=O)[C@@H]2CC[C@H](CC2)NCC=2C=CC1=C(NC(CO1)=O)C2 (6-{[trans-4-(4-methoxy-benzothiazole-2-carbonyl)-cyclohexylamino]-methyl}-4H-benzo[1,4]oxazin-3-one), solid. RXN SMILES: [CH3:1][O:2][C:3]1[C:8]2[N:9]=[CH:10][S:11][C:7]=2[CH:6]=[CH:5][CH:4]=1.C(O[C:17](=O)[NH:18][C@H:19]1[CH2:24][CH2:23][C@H:22]([C:25](=[O:30])N(OC)C)[CH2:21][CH2:20]1)(C)(C)C.[O:32]=[C:33]1[NH:38][C:37]2[CH:39]=[C:40](C=O)[CH:41]=[CH:42][C:36]=2[O:35][CH2:34]1>>[CH3:1][O:2][C:3]1[C:8]2[N:9]=[C:10]([C:25]([C@H:22]3[CH2:21][CH2:20][C@H:19]([NH:18][CH2:17][C:40]4[CH:41]=[CH:42][C:36]5[O:35][CH2:34][C:33](=[O:32])[NH:38][C:37]=5[CH:39]=4)[CH2:24][CH2:23]3)=[O:30])[S:11][C:7]=2[CH:6]=[CH:5][CH:4]=1. Procedure details: The title compound was prepared according to the same protocol as that described for example 1, steps 1.a to 1.c, using 4-methoxy-benzothiazole (5 mmol), [trans-4-(methoxy-methyl-carbamoyl)-cyclohexyl]-carbamic acid tert-butyl ester (2.5 mmol) and 3-oxo-3,4-dihydro-2H-benzo[1,4]oxazine-6-carbaldehyde (0.3 mmol). An orange solid (74 mg) was obtained. Starting materials: BrC=1C=C2CC(NC2=CC1)=O (5-bromooxindole), N1N=CC2=CC(=CC=C12)C=O (1H-indazole-5-carbaldehyde). Product: N1N=CC2=CC(=CC=C12)\C=C/1\C(NC2=CC=C(C=C12)Br)=O ((E)-3-((1H-indazol-5-yl)methylene)-5-bromoindolin-2-one). The yield is 10.6%. Reaction SMILES: [Br:1][C:2]1[CH:3]=[C:4]2[C:8](=[CH:9][CH:10]=1)[NH:7][C:6](=[O:11])[CH2:5]2.[NH:12]1[C:20]2[C:15](=[CH:16][C:17]([CH:21]=O)=[CH:18][CH:19]=2)[CH:14]=[N:13]1>>[NH:12]1[C:20]2[C:15](=[CH:16][C:17](/[CH:21]=[C:5]3/[C:6](=[O:11])[NH:7][C:8]4[C:4]/3=[CH:3][C:2]([Br:1])=[CH:10][CH:9]=4)=[CH:18][CH:19]=2)[CH:14]=[N:13]1. Reported procedure: The title compound was synthesized according to the method described for Example A11B except substituting 5-bromooxindole (40 mg, 0.189 mmol) and 1H-indazole-5-carbaldehyde (30 mg, 0.208 mmol) to obtain the title compound (6.8 mg, 4.0%) as a yellow solid. 1H NMR (400 MHz, CD3OD) δ 8.19 (s, 1H), 8.17 (s, 1H), 7.95 (s, 1H), 7.77 (s, 1H), 7.76-7.68 (m, 2H), 7.38 (d, J=8.59 Hz, 1H), 6.87 (d, J=8.59 Hz, 1H); MS ESI 340.1 [M+H]+, calcd for [C16H10BrN3O+H]+ 340.01. Run at time 4 day. Procedure details: Hydrogen chloride gas was passed through a solution of 4-ethoxy-2-isopropoxy-benzonitrile (0.30 g, 1.46 mmol) in absolute ethanol (100 mL) in a pressure tube for 45 min at 0° C. The tube was sealed and stirred at room temperature for 4 d. The pressure was released only after the tube is cooled to 0° C. Evaporation of the solvents and trituration of the residue in diethyl ether gave ethyl 4-ethoxy-2-isopropoxy-benzimidate hydrochloride which was used without further purification. Product: Cl.C(C)OC1=CC(=C(C(OCC)=N)C=C1)OC(C)C (ethyl 4-ethoxy-2-isopropoxy-benzimidate hydrochloride). RXN SMILES: [ClH:1].[CH2:2]([O:4][C:5]1[CH:12]=[CH:11][C:8]([C:9]#[N:10])=[C:7]([O:13][CH:14]([CH3:16])[CH3:15])[CH:6]=1)[CH3:3].[CH2:17]([OH:19])[CH3:18]>>[ClH:1].[CH2:2]([O:4][C:5]1[CH:12]=[CH:11][C:8]([C:9](=[NH:10])[O:19][CH2:17][CH3:18])=[C:7]([O:13][CH:14]([CH3:15])[CH3:16])[CH:6]=1)[CH3:3] |f:3.4|. The reactants are Cl (Hydrogen chloride), C(C)OC1=CC(=C(C#N)C=C1)OC(C)C (4-ethoxy-2-isopropoxy-benzonitrile), C(C)O (ethanol). The reactants are [Al+3], C1CCOC1, COc1ccc(CN2C(=O)COCC2C)cc1, [H-], [H-], [H-], [H-], [Li+]. Product: COc1ccc(CN2CCOCC2C)cc1. RXN SMILES: [Al+3:2].[CH2:24]1[O:25][CH2:26][CH2:27][CH2:28]1.[CH3:7][O:8][c:9]1[cH:10][cH:11][c:12]([CH2:13][N:14]2[C:15](=[O:21])[CH2:16][O:17][CH2:18][CH:19]2[CH3:20])[cH:22][cH:23]1.[H-:1].[H-:4].[H-:5].[H-:6].[Li+:3]>>[CH3:7][O:8][c:9]1[cH:10][cH:11][c:12]([CH2:13][N:14]2[CH2:15][CH2:16][O:17][CH2:18][CH:19]2[CH3:20])[cH:22][cH:23]1.